From a dataset of the Open Reaction Database (ORD), a public repository of structured organic reaction records. describe an organic reaction: reactants, conditions, products, and yield The reactants are C1(=CC=CC=C1)CCCC(=O)O (4-phenyl-butyric acid), O (water), ClCCl (dichloromethane), ice, C(=O)(C(F)(F)F)O (TFA). Reaction conditions: time 1 hour. Product: COC(C(CC(=O)O)CCC1=CC=CC=C1)=O (2-Phenethyl-succinic acid 1-methyl ester). RXN SMILES: [C:1]1([CH2:7][CH2:8][CH2:9][C:10]([OH:12])=[O:11])[CH:6]=[CH:5][CH:4]=[CH:3][CH:2]=1.O.[C:14]([OH:20])([C:16](F)(F)F)=[O:15].Cl[CH2:22]Cl>>[CH3:22][O:11][C:10](=[O:12])[CH:9]([CH2:8][CH2:7][C:1]1[CH:6]=[CH:5][CH:4]=[CH:3][CH:2]=1)[CH2:16][C:14]([OH:20])=[O:15]. Procedure details: A solution of the compound of example 48 in dichloromethane (20 mL) and containing about 1 mL of water was prepared. The solution was cooled in an ice bath and treated with TFA (10 mL). The reaction mixture was stirred for 1 hour while in the ice bath, followed by 1 hour at room temperature. The solvent was evaporated and the residue was partitioned between water and dichloromethane. The aqueous phase was extracted twice with dichloromethane. The recombined organic layer was washed with brine, d... The reactants are ClC1=NC2=CC=C(C=C2C=C1)OCCCN (2-chloro-6-(3-aminopropoxy)quinoline), OC(CNC1CCCCC1)CC (N-(2-hydroxybutyl)-N-cyclohexylamine), C1=CN(C=N1)C(=O)N2C=CN=C2 (N,N-carbonyldimidazole), N1C=NC=C1 (imidazole). The solvent is C(Cl)(Cl)Cl (chloroform), C(Cl)(Cl)Cl (chloroform), C(Cl)(Cl)Cl (chloroform). Reaction conditions: time 8 hour. Yields the product ClC1=NC2=CC=C(C=C2C=C1)OCCCNC(=O)N(CC(CC)O)C1CCCCC1 (2-chloro-6-{3-[3-cyclohexyl-3-(2-hydroxybutyl)ureido]propoxy}quinoline). Yield: 123.6%. RXN SMILES: C1N=CN([C:6](N2C=NC=C2)=[O:7])C=1.N1C=CN=C1.[Cl:18][C:19]1[CH:28]=[CH:27][C:26]2[C:21](=[CH:22][CH:23]=[C:24]([O:29][CH2:30][CH2:31][CH2:32][NH2:33])[CH:25]=2)[N:20]=1.[OH:34][CH:35]([CH2:44][CH3:45])[CH2:36][NH:37][CH:38]1[CH2:43][CH2:42][CH2:41][CH2:40][CH2:39]1>C(Cl)(Cl)Cl>[Cl:18][C:19]1[CH:28]=[CH:27][C:26]2[C:21](=[CH:22][CH:23]=[C:24]([O:29][CH2:30][CH2:31][CH2:32][NH:33][C:6]([N:37]([CH:38]3[CH2:43][CH2:42][CH2:41][CH2:40][CH2:39]3)[CH2:36][CH:35]([OH:34])[CH2:44][CH3:45])=[O:7])[CH:25]=2)[N:20]=1. Reported procedure: To a solution of N,N-carbonyldimidazole (2.1 g) and imidazole (1.9 g) in chloroform (100 ml) is added dropwise with stirring a solution of 2-chloro-6-(3-aminopropoxy)quinoline (3 g) in chloroform (40 ml) at -10° C. The mixture is stirred at room temperature overnight, and thereto is added dropwise a solution of N-(2-hydroxybutyl)-N-cyclohexylamine (2.9 g) in chloroform (10 ml). The mixture is stirred at room temperature for one hour, and refluxed for 2.5 hours. The mixture is allowed to cool, an... Starting materials: CCC12CC(O)C(O)(c3ccccc3)CC1CCc1cc(O)ccc12, Cl, ClCc1ccncc1. Yields the product CCC12CC(O)C(O)(c3ccccc3)CC1CCc1cc(OCc3ccncc3)ccc12. As a reaction SMILES: [CH2:1]([CH3:2])[C:3]12[CH2:4][CH:5]([OH:25])[C:6]([OH:18])([c:19]3[cH:20][cH:21][cH:22][cH:23][cH:24]3)[CH2:7][CH:8]1[CH2:9][CH2:10][c:11]1[cH:12][c:13]([OH:17])[cH:14][cH:15][c:16]12.[ClH:26].[cH:27]1[cH:28][c:29]([CH2:33][Cl:34])[cH:30][cH:31][n:32]1>>[CH2:1]([CH3:2])[C:3]12[CH2:4][CH:5]([OH:25])[C:6]([OH:18])([c:19]3[cH:20][cH:21][cH:22][cH:23][cH:24]3)[CH2:7][CH:8]1[CH2:9][CH2:10][c:11]1[cH:12][c:13]([O:17][CH2:33][c:29]3[cH:28][cH:27][n:32][cH:31][cH:30]3)[cH:14][cH:15][c:16]12. The reactants are BrC=1C=C(C(N(C1)C)=O)NC1=NC=2CCN(CC2C=C1)C (5-Bromo-1-methyl-3-(6-methyl-5,6,7,8-tetrahydro-1,6-naphthyridin-2-ylamino)pyridin-2(1H)-one), C(C)(=O)OCC1=C(C=C(C=C1N1C(C=2N(C=3CCCCC3C2)CC1)=O)F)N1C(C=2N(C=3CCCCC3C2)CC1)=O (4-fluoro-2-(1-oxo-3,4,6,7,8,9-hexahydropyrazino[1,2-a]indol-2(1H)-yl)-6-(1-oxo-3,4,6,7,8,9-hexahydropyrazino[1,2-a]indol-2(1H)-yl)benzyl acetate), P(=O)([O-])([O-])[O-].[K+].[K+].[K+] (potassium phosphate), C(C)(=O)[O-].[Na+] (sodium acetate). The reagents and catalysts are ClCCl.[Pd](Cl)Cl.C1(=CC=CC=C1)P([C-]1C=CC=C1)C1=CC=CC=C1.[C-]1(C=CC=C1)P(C1=CC=CC=C1)C1=CC=CC=C1.[Fe+2] (1,1′-bis(diphenylphosphino)ferrocene-palladium(II) dichloride dichloromethane). Solvent: O (water), C(C)#N (acetonitrile). Run at temperature 110 celsius. The product is C(C)(=O)OCC1=C(C=C(C=C1N1C(C=2N(C=3CCCCC3C2)CC1)=O)F)C1=CN(C(C(=C1)NC1=NC=2CCN(CC2C=C1)C)=O)C (4-Fluoro-2-(1-methyl-5-(6-methyl-5,6,7,8-tetrahydro-1,6-naphthyridin-2-ylamino)-6-oxo-1,6-dihydropyridin-3-yl)-6-(1-oxo-3,4,6,7,8,9-hexahydropyrazino[1,2-a]indol-2(1H)-yl)benzyl Acetate). Yield: 35.2%. RXN SMILES: Br[C:2]1[CH:3]=[C:4]([NH:10][C:11]2[CH:20]=[CH:19][C:18]3[CH2:17][N:16]([CH3:21])[CH2:15][CH2:14][C:13]=3[N:12]=2)[C:5](=[O:9])[N:6]([CH3:8])[CH:7]=1.[C:22]([O:25][CH2:26][C:27]1[C:32]([N:33]2[CH2:45][CH2:44][N:36]3[C:37]4[CH2:38][CH2:39][CH2:40][CH2:41][C:42]=4[CH:43]=[C:35]3[C:34]2=[O:46])=[CH:31][C:30]([F:47])=[CH:29][C:28]=1N1CCN2C3CCCCC=3C=C2C1=O)(=[O:24])[CH3:23].P([O-])([O-])([O-])=O.[K+].[K+].[K+].C([O-])(=O)C.[Na+]>ClCCl.[Pd](Cl)Cl.C1(P(C2C=CC=CC=2)[C-]2C=CC=C2)C=CC=CC=1.[C-]1(P(C2C=CC=CC=2)C2C=CC=CC=2)C=CC=C1.[Fe+2].O.C(#N)C>[C:22]([O:25][CH2:26][C:27]1[C:32]([N:33]2[CH2:45][CH2:44][N:36]3[C:37]4[CH2:38][CH2:39][CH2:40][CH2:41][C:42]=4[CH:43]=[C:35]3[C:34]2=[O:46])=[CH:31][C:30]([F:47])=[CH:29][C:28]=1[C:2]1[CH:3]=[C:4]([NH:10][C:11]2[CH:20]=[CH:19][C:18]3[CH2:17][N:16]([CH3:21])[CH2:15][CH2:14][C:13]=3[N:12]=2)[C:5](=[O:9])[N:6]([CH3:8])[CH:7]=1)(=[O:24])[CH3:23] |f:2.3.4.5,6.7,8.9.10.11.12|. Procedure: A 15 mL microwave reaction vial with a magnetic stirrer was charged with 205b (0.35 g, 1 mmol), 4-fluoro-2-(1-oxo-3,4,6,7,8,9-hexahydropyrazino[1,2-a]indol-2(1H)-yl)-6-(4,4,5,5-tetramethyl-1,3,2-dioxaborolan-2-yl)benzyl acetate 210d (0.48 g, 1 mmol), potassium phosphate (0.54 g, 2 mmol), sodium acetate (0.17 g, 2 mmol), acetonitrile (10 mL), water (1 mL), and 1,1′-bis(diphenylphosphino)ferrocene-palladium(II) dichloride dichloromethane (0.08 g, 0.1 mmol). The mixture was heated at 110° C. for 2 ...